From a dataset of the Open Reaction Database (ORD), a public repository of structured organic reaction records. describe an organic reaction: reactants, conditions, products, and yield The reactants are CC(C)(OC(CSC1=CC=C(C=C1)CC(C(=O)OC)C)=O)C (4-[[2-(1,1-dimethylethoxy)-2-oxoethyl]thio]-alpha-methyl-benzenepropanoic acid, methyl ester), [C-]#N.[Na+] (sodium cyanide). Run in CN(P(=O)(N(C)C)N(C)C)C (hexamethylphos-phoramide), [Cl-].[NH4+] (ammonium chloride). Reaction conditions: temperature 70 celsius. Yields the product CC(C)(OC(CSC1=CC=C(C=C1)CC(C(=O)O)C)=O)C (4-[[2-(1,1-Dimethylethoxy)-2-oxoethyl]thio]-alpha-methyl-benzenepropanoic acid). RXN SMILES: [CH3:1][C:2]([CH3:22])([O:4][C:5](=[O:21])[CH2:6][S:7][C:8]1[CH:13]=[CH:12][C:11]([CH2:14][CH:15]([CH3:20])[C:16]([O:18]C)=[O:17])=[CH:10][CH:9]=1)[CH3:3].[C-]#N.[Na+]>CN(C)P(N(C)C)(N(C)C)=O.[Cl-].[NH4+]>[CH3:22][C:2]([CH3:3])([O:4][C:5](=[O:21])[CH2:6][S:7][C:8]1[CH:13]=[CH:12][C:11]([CH2:14][CH:15]([CH3:20])[C:16]([OH:18])=[O:17])=[CH:10][CH:9]=1)[CH3:1] |f:1.2,4.5|. Procedure: Dissolve 4-[[2-(1,1-dimethylethoxy)-2-oxoethyl]thio]-alpha-methyl-benzenepropanoic acid, methyl ester (10.5 g, 32.4 mmol) in anhydrous hexamethylphos-phoramide (160 mL) and treat with sodium cyanide (1.59 g, 32.4 mmol). Heat at 70° C. for 48 hours, cool and dilute with saturated ammonium chloride (300 mL). Extract with ethyl ether (400 mL), wash with water (2×300 mL), then brine (300 mL) and dry (MgSO4). Evaporate the solvent in vacuo and purify by flash chromatography to give the title compound... Starting materials: C(#N)C=1C=CC2=C(SC3=C(CC2)C=CC=C3)C1 (3-cyano-10,11-dihydro-dibenzo[b,f]thiepin), stannous chloride, Cl (hydrogen chloride), CCOCC (ether). Conditions: temperature 25 celsius, time 50 hour. Product: C1=CC(=CC=2SC3=C(CCC21)C=CC=C3)C=O (10,11-Dihydro-dibenzo[b,f]thiepin-3-carboxaldehyde). RXN SMILES: [C:1]([C:3]1[CH:4]=[CH:5][C:6]2[CH2:12][CH2:11][C:10]3[CH:13]=[CH:14][CH:15]=[CH:16][C:9]=3[S:8][C:7]=2[CH:17]=1)#N.Cl.CC[O:21]CC>>[CH:5]1[C:6]2[CH2:12][CH2:11][C:10]3[CH:13]=[CH:14][CH:15]=[CH:16][C:9]=3[S:8][C:7]=2[CH:17]=[C:3]([CH:1]=[O:21])[CH:4]=1. Procedure details: Mix 4.74 g (20 mmole) of 3-cyano-10,11-dihydro-dibenzo[b,f]thiepin with 7.56 g (40 mmole) anhydrous stannous chloride and 150 ml ether saturated with anhydrous hydrogen chloride. Stir the mixture at 25° C. for approximately 50 hours to produce a crystalline solid suspended in the reaction mixture. Shake the crystalline solid with 200 ml ice water, and extract with 150 ml ethyl acetate using methanol to dissolve any residual lumpy yellow solid. Separate the ethyl acetate layer containing the prod... The reactants are CC(C)(C)OC(=O)Nc1cn2nc(C(F)(F)c3nnc4ccc(Br)cn34)ccc2n1, Cl, C1COCCO1. Yields the product Nc1cn2nc(C(F)(F)c3nnc4ccc(Br)cn34)ccc2n1. Reaction SMILES: [Br:1][c:2]1[cH:3][cH:4][c:5]2[n:6]([cH:7]1)[c:8]([C:11]([c:12]1[cH:13][cH:14][c:15]3[n:16]([n:17]1)[cH:18][c:19]([NH:21][C:22](=[O:23])[O:24][C:25]([CH3:26])([CH3:27])[CH3:28])[n:20]3)([F:29])[F:30])[n:9][n:10]2.[ClH:31].[O:32]1[CH2:33][CH2:34][O:35][CH2:36][CH2:37]1>>[Br:1][c:2]1[cH:3][cH:4][c:5]2[n:6]([cH:7]1)[c:8]([C:11]([c:12]1[cH:13][cH:14][c:15]3[n:16]([n:17]1)[cH:18][c:19]([NH2:21])[n:20]3)([F:29])[F:30])[n:9][n:10]2. Reactants: C1OC=2C=C(C=CC2O1)C1N(CCC=2C3=CC=CC=C3NC12)C(\C=C\C1=CC=C(C=C1)C#N)=O ((E)-1-[1-(3,4-Methylenedioxyphenyl)-1,3,4,9-tetrahydro-β-carbolin-2-yl]-3-(4-cyanophenyl)propene-1-one), C[Si](C)(C)N=[N+]=[N-] (trimethylsilylazide), C(CCC)[Sn](CCCC)=O (dibutyltinoxide), C(Cl)Cl (DCM). Solvent: C1(=CC=CC=C1)C (toluene), CO (MeOH). The product is C1OC=2C=C(C=CC2O1)C1N(CCC=2C3=CC=CC=C3NC12)C(\C=C\C1=CC=C(C=C1)C1=NN=NN1)=O ((E)-1-[1-(3,4-Methylenedioxyphenyl)-1,3,4,9-tetrahydro-β-carbolin-2-yl]-3-[4-(1H-tetrazol-5-yl)phenyl]propene-1-one). Isolated yield 70.0%. RXN SMILES: [CH2:1]1[O:9][C:8]2[CH:7]=[CH:6][C:5]([CH:10]3[C:22]4[NH:21][C:20]5[C:15](=[CH:16][CH:17]=[CH:18][CH:19]=5)[C:14]=4[CH2:13][CH2:12][N:11]3[C:23](=[O:34])/[CH:24]=[CH:25]/[C:26]3[CH:31]=[CH:30][C:29]([C:32]#[N:33])=[CH:28][CH:27]=3)=[CH:4][C:3]=2[O:2]1.C[Si]([N:39]=[N+:40]=[N-:41])(C)C.C([Sn](=O)CCCC)CCC.C(Cl)Cl>C1(C)C=CC=CC=1.CO>[CH2:1]1[O:9][C:8]2[CH:7]=[CH:6][C:5]([CH:10]3[C:22]4[NH:21][C:20]5[C:15](=[CH:16][CH:17]=[CH:18][CH:19]=5)[C:14]=4[CH2:13][CH2:12][N:11]3[C:23](=[O:34])/[CH:24]=[CH:25]/[C:26]3[CH:27]=[CH:28][C:29]([C:32]4[NH:41][N:40]=[N:39][N:33]=4)=[CH:30][CH:31]=3)=[CH:4][C:3]=2[O:2]1. Procedure details: To a solution of Example 32 (0.25 g, 0.56 mmol) in 10 mL of toluene were added successively trimethylsilylazide (0.30 mL, 4 equiv.) and dibutyltinoxide (0.06 g, 0.4 equiv.). The resulting mixture was stirred at reflux for two days. T/c monitoring showed formation of a new compound (DCM:MeOH (80.20), Rf=0.35). The reaction mixture was concentrated in vacuo. The resulting yellow gum was dissolved in MeOH and concentrated in vacuo. The residue was partitioned between EtOAc (25 mL) and an aqueous sa... Reactants: CCCC=O (Butyric aldehyde), N1[C@H](C(=O)O)CC1 (L-AzeOH), C([C@H](O)[C@@H](O)C(=O)O)(=O)O (L-Tartaric acid). Solvent: C(=O)O (formic acid). Run at temperature 90 celsius. The product is N1[C@@H](C(=O)O)CC1.C(=O)([O-])[C@H](O)[C@@H](O)C(=O)[O-] (D-AzeOH L-tartrate). Yield: 18.1%. Reaction SMILES: [NH:1]1[CH2:7][CH2:6][C@H:2]1[C:3]([OH:5])=[O:4].CCCC=O.[C:13]([OH:22])(=[O:21])[C@@H:14]([C@H:16]([C:18]([OH:20])=[O:19])[OH:17])[OH:15]>C(O)=O>[NH:1]1[CH2:7][CH2:6][C@@H:2]1[C:3]([OH:5])=[O:4].[C:18]([C@@H:16]([C@H:14]([C:13]([O-:22])=[O:21])[OH:15])[OH:17])([O-:20])=[O:19] |f:4.5|. Procedure: L-AzeOH (99% e.e.; 1.01 g; 10 mmol) was dissolved in formic acid (4 mL) at 80° C. Butyric aldehyde (0.072 g; 1.0 mmol) was added and the mixture heated at 90° C. for 3 hours. The solvent was subsequently distilled (45° C.; 4 mbar) and the residue dried under vacuum. The residue was subsequently dissolved in a mixture of ethanol:water (35.6: 29.1) at 76° C. L-Tartaric acid (1.5 g; 10 mmol) was added, the insoluble compounds were filtered off and the solution was cooled to 0° C. The crystalline pr...